This data is from the Open Reaction Database (ORD), a public repository of structured organic reaction records. The task is: describe an organic reaction: reactants, conditions, products, and yield Starting materials: CC(=O)O, N#Cc1ccc(C=NO)c(Oc2ccccc2)c1, [Zn]. Product: N#Cc1ccc(CN)c(Oc2ccccc2)c1. RXN SMILES: [CH3:19][C:20](=[O:21])[OH:22].[OH:1][N:2]=[CH:3][c:4]1[c:5]([O:12][c:13]2[cH:14][cH:15][cH:16][cH:17][cH:18]2)[cH:6][c:7]([C:8]#[N:9])[cH:10][cH:11]1.[Zn:23]>>[NH2:2][CH2:3][c:4]1[c:5]([O:12][c:13]2[cH:14][cH:15][cH:16][cH:17][cH:18]2)[cH:6][c:7]([C:8]#[N:9])[cH:10][cH:11]1.